describe an organic reaction: reactants, conditions, products, and yield From a dataset of the Open Reaction Database (ORD), a public repository of structured organic reaction records. Reactants: C1COCCO1, COC(=O)c1cccc2cnn(C)c12, [Na+], [OH-]. The product is Cn1ncc2cccc(C(=O)O)c21. RXN SMILES: [CH2:17]1[O:18][CH2:19][CH2:20][O:21][CH2:22]1.[CH3:1][n:2]1[n:3][cH:4][c:5]2[cH:6][cH:7][cH:8][c:9]([C:11](=[O:12])[O:13][CH3:14])[c:10]12.[Na+:16].[OH-:15]>>[CH3:1][n:2]1[n:3][cH:4][c:5]2[cH:6][cH:7][cH:8][c:9]([C:11](=[O:12])[OH:13])[c:10]12. The reactants are CC(C)([O-])C.[K+] (potassium tert-butoxide), C(C)OC(CC1=CC=C(C=C1)Cl)=O ((4-chlorophenyl)-acetic acid ethyl ester), C(C=C)(=O)OC(C)(C)C (tert-butyl acrylate). Solvent: C1CCOC1 (THF). Run at temperature 0 celsius, time 15 minute. Product: C(C)OC(C(CCC(=O)OC(C)(C)C)C1=CC=C(C=C1)Cl)=O (2-(4-chlorophenyl)-pentanedioic acid 5-tert-butyl ester 1-ethyl ester). Reaction SMILES: [CH2:1]([O:3][C:4](=[O:13])[CH2:5][C:6]1[CH:11]=[CH:10][C:9]([Cl:12])=[CH:8][CH:7]=1)[CH3:2].CC(C)([O-])C.[K+].[C:20]([O:24][C:25]([CH3:28])([CH3:27])[CH3:26])(=[O:23])[CH:21]=[CH2:22]>C1COCC1>[CH2:1]([O:3][C:4](=[O:13])[CH:5]([C:6]1[CH:11]=[CH:10][C:9]([Cl:12])=[CH:8][CH:7]=1)[CH2:22][CH2:21][C:20]([O:24][C:25]([CH3:28])([CH3:27])[CH3:26])=[O:23])[CH3:2] |f:1.2|. Reported procedure: The (4-chlorophenyl)-acetic acid ethyl ester (9.52 g, 47.9 mmol) was dissolved in 80 mL of THF, cooled to 0° C., and treated with potassium tert-butoxide (538 mg, 4.79 mmol). The resulting orange solution was allowed to stir for 15 minutes at 0° C., then cooled to −78° C. The tert-butyl acrylate (7.72 mL, 52.7 mmol) was added in three equal portions over ten minutes. The solution was allowed to stir overnight warming slowly to room temperature. The reaction solution was concentrated in vacuo, an...